describe an organic reaction: reactants, conditions, products, and yield From a dataset of the Open Reaction Database (ORD), a public repository of structured organic reaction records. Reactants: C(C)OC(C(C(CC)SC(C)=O)CC=1C=NC(=CC1)NC(=O)OC(C)(C)C)=O (3-acetylsulfanyl-2-(6-tert-butoxycarbonylamino-pyridin-3-ylmethyl)-pentanoic acid ethyl ester). Run in Cl (HCl). The product is NC1=CC=C(C=N1)CC(C(=O)O)C(CC)S (2-(6-Amino-pyridin-3-ylmethyl)-3-mercapto-pentanoic acid). RXN SMILES: C([O:3][C:4](=[O:28])[CH:5]([CH2:13][C:14]1[CH:15]=[N:16][C:17]([NH:20]C(OC(C)(C)C)=O)=[CH:18][CH:19]=1)[CH:6]([S:9]C(=O)C)[CH2:7][CH3:8])C>Cl>[NH2:20][C:17]1[N:16]=[CH:15][C:14]([CH2:13][CH:5]([CH:6]([SH:9])[CH2:7][CH3:8])[C:4]([OH:28])=[O:3])=[CH:19][CH:18]=1. Procedure details: A solution of 3-acetylsulfanyl-2-(6-tert-butoxycarbonylamino-pyridin-3-ylmethyl)-pentanoic acid ethyl ester/B (51.6 mg; 0.13 mmol) in concentrated HCl (2 mL) was refluxed under argon for 1.5 hours. The reaction mixture was allowed to cool to room temperature and concentrated under reduced pressure to afford 34.7 mg of the title compound as the hydrochloride salt. Starting materials: Cc1ccccc1, O=C[O-], Cc1cc([N+](=O)[O-])c(Cl)cc1OCCCN1CCN(C(=O)OC(C)(C)C)CC1, [Fe], [NH4+], O. Yields the product Cc1cc(N)c(Cl)cc1OCCCN1CCN(C(=O)OC(C)(C)C)CC1. As a reaction SMILES: [CH3:33][c:34]1[cH:35][cH:36][cH:37][cH:38][cH:39]1.[CH:29]([O-:30])=[O:31].[Cl:1][c:2]1[c:3]([N+:26]([O-:27])=[O:28])[cH:4][c:5]([CH3:25])[c:6]([O:7][CH2:8][CH2:9][CH2:10][N:11]2[CH2:12][CH2:13][N:14]([C:17](=[O:18])[O:19][C:20]([CH3:21])([CH3:22])[CH3:23])[CH2:15][CH2:16]2)[cH:24]1.[Fe:40].[NH4+:32].[OH2:41]>>[Cl:1][c:2]1[c:3]([NH2:26])[cH:4][c:5]([CH3:25])[c:6]([O:7][CH2:8][CH2:9][CH2:10][N:11]2[CH2:12][CH2:13][N:14]([C:17](=[O:18])[O:19][C:20]([CH3:21])([CH3:22])[CH3:23])[CH2:15][CH2:16]2)[cH:24]1. Reactants: FC(F)(F)C(F)(F)C(F)(F)C(F)(F)CCCCOc1ccc(Br)cc1, C=CCCO, CCCCCCCCCC1COC(c2ccc(-c3ccc(O)c(F)c3F)cc2)OC1, CCOC(=O)N=NC(=O)OCC, c1ccc(P(c2ccccc2)c2ccccc2)cc1. Yields the product C=CCCOc1ccc(-c2ccc(C3OCC(CCCCCCCCC)CO3)cc2)c(F)c1F. RXN SMILES: [Br:67][c:68]1[cH:69][cH:70][c:71]([O:72][CH2:73][CH2:74][CH2:75][CH2:76][C:77]([F:78])([F:79])[C:80]([F:81])([F:82])[C:83]([F:84])([F:85])[C:86]([F:87])([F:88])[F:89])[cH:90][cH:91]1.[CH2:13]([CH2:14][CH:15]=[CH2:16])[OH:17].[F:18][c:19]1[c:20](-[c:27]2[cH:28][cH:29][c:30]([CH:33]3[O:34][CH2:35][CH:36]([CH2:39][CH2:40][CH2:41][CH2:42][CH2:43][CH2:44][CH2:45][CH2:46][CH3:47])[CH2:37][O:38]3)[cH:31][cH:32]2)[cH:21][cH:22][c:23]([OH:26])[c:24]1[F:25].[O:1]=[C:2]([O:3][CH2:4][CH3:5])[N:6]=[N:7][C:8]([O:9][CH2:10][CH3:11])=[O:12].[c:48]1([P:49]([c:50]2[cH:51][cH:52][cH:53][cH:54][cH:55]2)[c:56]2[cH:57][cH:58][cH:59][cH:60][cH:61]2)[cH:62][cH:63][cH:64][cH:65][cH:66]1>>[CH2:13]([CH2:14][CH:15]=[CH2:16])[O:17][c:23]1[cH:22][cH:21][c:20](-[c:27]2[cH:28][cH:29][c:30]([CH:33]3[O:34][CH2:35][CH:36]([CH2:39][CH2:40][CH2:41][CH2:42][CH2:43][CH2:44][CH2:45][CH2:46][CH3:47])[CH2:37][O:38]3)[cH:31][cH:32]2)[c:19]([F:18])[c:24]1[F:25]. Starting materials: BrCc1ccc(-c2ccccc2)cc1, CC(C)(C)[O-], [K+], CN(C)C=O, O=C(O)CC(O)(CC(=O)O)C(=O)O, COC(=O)c1cccc2cc[nH]c12. Yields the product COC(=O)c1cccc2ccn(Cc3ccc(-c4ccccc4)cc3)c12. RXN SMILES: [Br:20][CH2:21][c:22]1[cH:23][cH:24][c:25](-[c:28]2[cH:29][cH:30][cH:31][cH:32][cH:33]2)[cH:26][cH:27]1.[CH3:14][C:15]([CH3:16])([O-:17])[CH3:18].[K+:19].[O:47]=[CH:48][N:49]([CH3:50])[CH3:51].[OH:34][C:35]([CH2:36][C:37]([C:38](=[O:39])[OH:40])([CH2:41][C:42](=[O:43])[OH:44])[OH:45])=[O:46].[nH:1]1[cH:2][cH:3][c:4]2[cH:5][cH:6][cH:7][c:8]([C:10](=[O:11])[O:12][CH3:13])[c:9]12>>[n:1]1([CH2:21][c:22]2[cH:23][cH:24][c:25](-[c:28]3[cH:29][cH:30][cH:31][cH:32][cH:33]3)[cH:26][cH:27]2)[cH:2][cH:3][c:4]2[cH:5][cH:6][cH:7][c:8]([C:10](=[O:11])[O:12][CH3:13])[c:9]12. Starting materials: solution, Cl (HCl), C(C1=CC=CC=C1)N[C@H](CO[C@@H]1CC=C[C@@H]([C@@H]([C@H]1OCC1=CC=CC=C1)OCC1=CC=CC=C1)OCC1=CC=CC=C1)[C@H]1OC(O[C@H]1CCCCCCCCCCCCCC)(C)C ((R)-N-benzyl-1-((4R,5S)-2,2-dimethyl-5-tetradecyl-1,3-dioxolan-4-yl)-2-(((1R,5S,6S,7S)-5,6,7-tris(benzyloxy)cyclohept-3-en-1-yl)oxy)ethanamine), C1=CCCCC1 (cyclohexene). Reagents/catalysts: [Pd] (Pd—C). Solvent: CO (MeOH), C(Cl)(Cl)Cl (CHCl3). Conditions: time 8 hour. Product: N[C@H](CO[C@H]1[C@@H]([C@H]([C@H](CCC1)O)O)O)[C@H]([C@H](CCCCCCCCCCCCCC)O)O ((1S,2S,3R,4R)-4-(((2R,3R,4S)-2-amino-3,4-dihydroxyoctadecyl)oxy)cycloheptane-1,2,3-triol). Reaction SMILES: Cl.C([NH:9][C@@H:10]([C@@H:44]1[C@H:48]([CH2:49][CH2:50][CH2:51][CH2:52][CH2:53][CH2:54][CH2:55][CH2:56][CH2:57][CH2:58][CH2:59][CH2:60][CH2:61][CH3:62])[O:47]C(C)(C)[O:45]1)[CH2:11][O:12][C@H:13]1[C@H:19]([O:20]CC2C=CC=CC=2)[C@@H:18]([O:28]CC2C=CC=CC=2)[C@@H:17]([O:36]CC2C=CC=CC=2)[CH:16]=[CH:15][CH2:14]1)C1C=CC=CC=1.C1CCCCC=1>CO.C(Cl)(Cl)Cl.[Pd]>[NH2:9][C@@H:10]([C@@H:44]([OH:45])[C@@H:48]([OH:47])[CH2:49][CH2:50][CH2:51][CH2:52][CH2:53][CH2:54][CH2:55][CH2:56][CH2:57][CH2:58][CH2:59][CH2:60][CH2:61][CH3:62])[CH2:11][O:12][C@@H:13]1[CH2:14][CH2:15][CH2:16][C@H:17]([OH:36])[C@H:18]([OH:28])[C@H:19]1[OH:20]. Reported procedure: A 1M solution of HCl (150 μL, 0.15 mmol) and Pd—C (10% wt, 32 mg, 0.03 mmol) were added to a solution of ether 71 (130 mg, 0.15 mmol) and cyclohexene (2 mL) in MeOH (10 mL) and heated under reflux. After stirring overnight the reaction mixture was cooled to rt and diluted with a 5:1 solution of CHCl3:MeOH, before being filtered thought a bed of celite. The filtrate was concentrated under reduced pressure to provide the crude amine 72, which was used directly in the next step.